This data is from the Open Reaction Database (ORD), a public repository of structured organic reaction records. The task is: describe an organic reaction: reactants, conditions, products, and yield Reactants: COc1nncc(-c2ccccc2)n1, CO, NN, C1CCOC1, O. Yields the product NNc1nncc(-c2ccccc2)n1. RXN SMILES: [CH3:1][O:2][c:3]1[n:4][n:5][cH:6][c:7](-[c:9]2[cH:10][cH:11][cH:12][cH:13][cH:14]2)[n:8]1.[CH3:22][OH:23].[NH2:20][NH2:21].[O:15]1[CH2:16][CH2:17][CH2:18][CH2:19]1.[OH2:24]>>[c:3]1([NH:20][NH2:21])[n:4][n:5][cH:6][c:7](-[c:9]2[cH:10][cH:11][cH:12][cH:13][cH:14]2)[n:8]1.